From a dataset of the Open Reaction Database (ORD), a public repository of structured organic reaction records. describe an organic reaction: reactants, conditions, products, and yield Reaction SMILES: [C:1]([C:3]1[CH:4]=[N:5][C:6]([CH:14]([F:16])[F:15])=[C:7]([CH:13]=1)[C:8]([O:10]CC)=[O:9])#[N:2].O.O[Li].O.Cl>C1COCC1>[C:1]([C:3]1[CH:4]=[N:5][C:6]([CH:14]([F:16])[F:15])=[C:7]([CH:13]=1)[C:8]([OH:10])=[O:9])#[N:2] |f:2.3|. Reaction conditions: time 50 minute. Starting materials: C(#N)C=1C=NC(=C(C(=O)OCC)C1)C(F)F (ethyl 5-cyano-2-(difluoromethyl)nicotinate), O (water), O[Li].O (LiOH.H2O), Cl (HCl). Procedure: To a solution of ethyl 5-cyano-2-(difluoromethyl)nicotinate (1.2 g, 5.3 mmol) in THF:water (20 mL:5 mL) was added LiOH.H2O (0.267 g, 6.3 mmol) at 0° C. and the reaction mass was stirred for 40-60 minutes. The reaction mass was acidified with dil. HCl and extracted with ethyl acetate. The organic layer was separated, dried over anhydrous sodium sulphate and concentrated to afford 0.700 g of the desired product. 1H NMR (300 MHz, DMSO d6): δ 7.37-7.72 (t, J=53.7 Hz, 1H), 8.24 (s, 1H), 9.30 (s, 1H),... The yield is 66.7%. The product is C(#N)C=1C=NC(=C(C(=O)O)C1)C(F)F (5-cyano-2-(difluoromethyl)nicotinic acid). Run in C1CCOC1 (THF). Starting materials: C1CCOC1, Cc1onc(-c2c(F)cccc2Cl)c1C(=O)O, NC1CCCN(C(=O)CCCc2ccccc2)C1, On1nnc2ccccc21. Product: Cc1onc(-c2c(F)cccc2Cl)c1C(=O)NC1CCCN(C(=O)CCCc2ccccc2)C1. RXN SMILES: [CH2:46]1[O:47][CH2:48][CH2:49][CH2:50]1.[Cl:19][c:20]1[c:21](-[c:27]2[n:28][o:29][c:30]([CH3:35])[c:31]2[C:32](=[O:33])[OH:34])[c:22]([F:26])[cH:23][cH:24][cH:25]1.[NH2:1][CH:2]1[CH2:3][N:4]([C:8]([CH2:9][CH2:10][CH2:11][c:12]2[cH:13][cH:14][cH:15][cH:16][cH:17]2)=[O:18])[CH2:5][CH2:6][CH2:7]1.[OH:36][n:37]1[c:38]2[cH:39][cH:40][cH:41][cH:42][c:43]2[n:44][n:45]1>>[NH:1]([CH:2]1[CH2:3][N:4]([C:8]([CH2:9][CH2:10][CH2:11][c:12]2[cH:13][cH:14][cH:15][cH:16][cH:17]2)=[O:18])[CH2:5][CH2:6][CH2:7]1)[C:32]([c:31]1[c:27](-[c:21]2[c:20]([Cl:19])[cH:25][cH:24][cH:23][c:22]2[F:26])[n:28][o:29][c:30]1[CH3:35])=[O:33]. The reactants are Cl (hydrochloric acid), [H-].[Na+] (sodium hydride), ClC1=C(C=C(C=C1[N+](=O)[O-])[N+](=O)[O-])C(F)(F)F (2-chloro-3,5-dinitrobenzotrifluoride), ClC1=C(C=CC(=C1)Cl)NC(OCC)=O (Ethyl 2,4-dichlorophenylcarbamate). The solvent is O1CCCC1 (tetrahydrofuran). Run at time 4 hour. Yields the product ClC1=C(C=CC(=C1)Cl)N(C(OCC)=O)C1=C(C=C(C=C1C(F)(F)F)[N+](=O)[O-])[N+](=O)[O-] (ethyl 2,4-dichlorophenyl[2,4-dinitro-6-(trifluoromethyl)phenyl]carbamate). Yield: 72.1%. As a reaction SMILES: [Cl:1][C:2]1[CH:7]=[C:6]([Cl:8])[CH:5]=[CH:4][C:3]=1[NH:9][C:10](=[O:14])[O:11][CH2:12][CH3:13].[H-].[Na+].Cl[C:18]1[C:23]([N+:24]([O-:26])=[O:25])=[CH:22][C:21]([N+:27]([O-:29])=[O:28])=[CH:20][C:19]=1[C:30]([F:33])([F:32])[F:31].Cl>O1CCCC1>[Cl:1][C:2]1[CH:7]=[C:6]([Cl:8])[CH:5]=[CH:4][C:3]=1[N:9]([C:18]1[C:19]([C:30]([F:32])([F:33])[F:31])=[CH:20][C:21]([N+:27]([O-:29])=[O:28])=[CH:22][C:23]=1[N+:24]([O-:26])=[O:25])[C:10](=[O:14])[O:11][CH2:12][CH3:13] |f:1.2|. Reported procedure: Ethyl 2,4-dichlorophenylcarbamate (1.206 g) was dissolved in tetrahydrofuran (15 ml), and to the solution were added sodium hydride (206.0 mg) and 2-chloro-3,5-dinitrobenzotrifluoride (1.161 g). The reaction mixture was stirred at room temperature for 4 hours. To the reaction mixture was added 1N hydrochloric acid, and the mixture was extracted with ethyl acetate. The organic layer was washed with saturated brine, dried over anhydrous magnesium sulfate, and concentrated in vacuo. The resultant r... Reactants: CCc1ccc(N=C=O)cc1, C1CCOC1, CN(C)c1ccncc1, Cc1c(F)cccc1CNC(=O)C1(CO)CCN(C(=O)CNC(=O)OC(C)(C)C)CC1. Yields the product CCc1ccc(NC(=O)OCC2(C(=O)NCc3cccc(F)c3C)CCN(C(=O)CNC(=O)OC(C)(C)C)CC2)cc1. Reaction SMILES: [CH2:32]([CH3:33])[c:34]1[cH:35][cH:36][c:37]([N:40]=[C:41]=[O:42])[cH:38][cH:39]1.[CH2:43]1[O:44][CH2:45][CH2:46][CH2:47]1.[CH3:48][N:49]([c:50]1[cH:51][cH:52][n:53][cH:54][cH:55]1)[CH3:56].[F:1][c:2]1[c:3]([CH3:31])[c:4]([CH2:5][NH:6][C:7](=[O:8])[C:9]2([CH2:26][OH:27])[CH2:10][CH2:11][N:12]([C:15]([CH2:16][NH:17][C:18]([O:19][C:20]([CH3:21])([CH3:22])[CH3:23])=[O:24])=[O:25])[CH2:13][CH2:14]2)[cH:28][cH:29][cH:30]1>>[F:1][c:2]1[c:3]([CH3:31])[c:4]([CH2:5][NH:6][C:7](=[O:8])[C:9]2([CH2:26][O:27][C:41]([NH:40][c:37]3[cH:36][cH:35][c:34]([CH2:32][CH3:33])[cH:39][cH:38]3)=[O:42])[CH2:10][CH2:11][N:12]([C:15]([CH2:16][NH:17][C:18]([O:19][C:20]([CH3:21])([CH3:22])[CH3:23])=[O:24])=[O:25])[CH2:13][CH2:14]2)[cH:28][cH:29][cH:30]1. Reactants: O=C([O-])[O-], CI, CN(C)C=O, [K+], [K+], O=Cc1c[nH]c2ccc([N+](=O)[O-])cc12. RXN SMILES: [C:15](=[O:16])([O-:17])[O-:18].[CH3:21][I:22].[CH3:23][N:24]([CH3:25])[CH:26]=[O:27].[K+:19].[K+:20].[N+:1](=[O:2])([O-:3])[c:4]1[cH:5][c:6]2[c:7]([CH:13]=[O:14])[cH:8][nH:9][c:10]2[cH:11][cH:12]1>>[N+:1](=[O:2])([O-:3])[c:4]1[cH:5][c:6]2[c:7]([CH:13]=[O:14])[cH:8][n:9]([CH3:15])[c:10]2[cH:11][cH:12]1. The product is Cn1cc(C=O)c2cc([N+](=O)[O-])ccc21. The reactants are CCOCC (ether), [OH-].[K+] (potassium hydroxide), COC1=C(C(=O)Cl)C=CC(=C1)OC1CCN(CC1)C(=O)OC(C)(C)C (2-methoxy-4-(1-Boc-4-piperidyloxy)benzoyl chloride), N(=O)CNC(=O)N (N-Nitrosomethylurea). Solvent: C1CCOC1 (THF). Run at time 30 minute. Product: COC1=C(C=CC(=C1)OC1CCN(CC1)C(=O)OC(C)(C)C)CC(=O)OC (methyl 2-methoxy-4-(1-Boc-4-piperidyloxy)-phenylacetate). RXN SMILES: [CH3:1][CH2:2][O:3][CH2:4]C.[OH-].[K+].N(CNC(N)=O)=[O:9].[CH3:15][O:16][C:17]1[CH:25]=[C:24]([O:26][CH:27]2[CH2:32][CH2:31][N:30]([C:33]([O:35][C:36]([CH3:39])([CH3:38])[CH3:37])=[O:34])[CH2:29][CH2:28]2)[CH:23]=[CH:22][C:18]=1C(Cl)=O>C1COCC1>[CH3:15][O:16][C:17]1[CH:25]=[C:24]([O:26][CH:27]2[CH2:28][CH2:29][N:30]([C:33]([O:35][C:36]([CH3:37])([CH3:39])[CH3:38])=[O:34])[CH2:31][CH2:32]2)[CH:23]=[CH:22][C:18]=1[CH2:1][C:2]([O:3][CH3:4])=[O:9] |f:1.2|. Procedure: A mixture of ether (66 ml) and 40% aqueous potassium hydroxide (20 ml) was cooled in ice. N-Nitrosomethylurea (6.6 g) was added in portions with gentle swirling over 30 min. The ether layer was decanted and dried over solid potassium hydroxide for 15 min. The ether solution was decanted, and the decanted solution was cooled in an ice bath. A solution of 2-methoxy-4-(1-Boc-4-piperidyloxy)benzoyl chloride (3.26 g, 8.8 mmol) in THF (6 ml) was added dropwise and the mixture was stirred in the cold f... Reactants: [Al+3], CCOCC, CCCCC(CCC(=O)O)C(F)(F)F, [H-], [H-], [H-], [H-], [Li+], O=S(=O)([O-])[O-]. The product is CCCCC(CCCO)C(F)(F)F. RXN SMILES: [Al+3:2].[CH3:26][CH2:27][O:28][CH2:29][CH3:30].[F:7][C:8]([CH:9]([CH2:10][CH2:11][C:12](=[O:13])[OH:14])[CH2:15][CH2:16][CH2:17][CH3:18])([F:19])[F:20].[H-:1].[H-:4].[H-:5].[H-:6].[Li+:3].[O-:21][S:22](=[O:23])(=[O:24])[O-:25]>>[F:7][C:8]([CH:9]([CH2:10][CH2:11][CH2:12][OH:13])[CH2:15][CH2:16][CH2:17][CH3:18])([F:19])[F:20].